This data is from the Open Reaction Database (ORD), a public repository of structured organic reaction records. The task is: describe an organic reaction: reactants, conditions, products, and yield The reactants are S(=O)(=O)(O)O.NO (hydroxylamine sulfate), ClC(=O)OCCCC (butyl chloroformate), [OH-].[Na+] (sodium hydroxide). Yields the product ONC(OCCCC)=O (butyl hydroxycarbamate). RXN SMILES: S(O)(O)(=O)=O.[NH2:6][OH:7].Cl[C:9]([O:11][CH2:12][CH2:13][CH2:14][CH3:15])=[O:10].[OH-].[Na+]>>[OH:7][NH:6][C:9](=[O:10])[O:11][CH2:12][CH2:13][CH2:14][CH3:15] |f:0.1,3.4|. Reported procedure: DE3245503 discloses a process for producing methoxymethylamine via butyl N,O-dimethylcarbamate as an intermediate. According to this prior art process, the starting material hydroxylamine sulfate is allowed to react with butyl chloroformate in the presence of sodium hydroxide to form butyl hydroxycarbamate which is then subjected to the steps of extraction with dichloromethane and of drying, and after the solvent is distilled off, said butyl hydroxycarbamate is dimethylated with dimethyl sulfate... Reactants: Cl.NC1=CC=CC(=N1)C(C(=O)O)=NOC (2-(6-aminopyridin-2-yl)-2-methoxyiminoacetic acid hydrochloride), C(C)(=O)O (acetic acid), [Cl-] (chloride). Solvent: O (water). The product is NC1=CC=C(C(=N1)C(C(=O)O)=NOC)Cl (2-(6-amino-3-chloropyridin-2-yl)-2-methoxyiminoacetic acid). RXN SMILES: [ClH:1].[NH2:2][C:3]1[N:8]=[C:7]([C:9](=[N:13][O:14][CH3:15])[C:10]([OH:12])=[O:11])[CH:6]=[CH:5][CH:4]=1.C(O)(=O)C.[Cl-]>O>[NH2:2][C:3]1[N:8]=[C:7]([C:9](=[N:13][O:14][CH3:15])[C:10]([OH:12])=[O:11])[C:6]([Cl:1])=[CH:5][CH:4]=1 |f:0.1|. Procedure details: To a mixture of 2-(6-aminopyridin-2-yl)-2-methoxyiminoacetic acid hydrochloride (syn isomer), acetic acid (350 ml.) and water (10 ml.) was introduced chloride gas for 1.5 hours. After the removal of the excess of the chlorine gas by bubbling air into the reaction mixture, the solvent was distilled off. The residue was pulverized in diethyl ether and collected by filtration. After the addition of water and ethyl acetate to the resultant powder (9.8 g.), the aqueous layer was separated and washed ... Starting materials: BrB(Br)Br, ClCCl, CCOC(=O)c1[nH]c2cc(OC)ccc2c1C, O. The product is CCOC(=O)c1[nH]c2cc(O)ccc2c1C. As a reaction SMILES: [B:18]([Br:19])([Br:20])[Br:21].[CH2:23]([Cl:24])[Cl:25].[CH3:1][c:2]1[c:3]([C:13](=[O:14])[O:15][CH2:16][CH3:17])[nH:4][c:5]2[cH:6][c:7]([O:11][CH3:12])[cH:8][cH:9][c:10]12.[OH2:22]>>[CH3:1][c:2]1[c:3]([C:13](=[O:14])[O:15][CH2:16][CH3:17])[nH:4][c:5]2[cH:6][c:7]([OH:11])[cH:8][cH:9][c:10]12. Starting materials: C(C1=CC=CC=C1)N1C(N(C(C2=C1N=C(C(=C2)F)Cl)=O)OCC2=CC=CC=C2)=O (1-benzyl-3-benzyloxy-7-chloro-6-fluoro-1H-pyrido[2,3-d]pyrimidine-2,4-dione), N1CCCC1 (pyrrolidine). Run in ClCCl (dichloromethane). Product: C(C1=CC=CC=C1)N1C(N(C(C2=C1N=C(C(=C2)F)N2CCCC2)=O)OCC2=CC=CC=C2)=O (1-Benzyl-3-benzyloxy-6-fluoro-7-pyrrolidinyl-1H-pyrido[2,3-d]pyrimidine-2,4-dione). Yield: 78.6%. Reaction SMILES: [CH2:1]([N:8]1[C:13]2[N:14]=[C:15](Cl)[C:16]([F:18])=[CH:17][C:12]=2[C:11](=[O:20])[N:10]([O:21][CH2:22][C:23]2[CH:28]=[CH:27][CH:26]=[CH:25][CH:24]=2)[C:9]1=[O:29])[C:2]1[CH:7]=[CH:6][CH:5]=[CH:4][CH:3]=1.[NH:30]1[CH2:34][CH2:33][CH2:32][CH2:31]1>ClCCl>[CH2:1]([N:8]1[C:13]2[N:14]=[C:15]([N:30]3[CH2:34][CH2:33][CH2:32][CH2:31]3)[C:16]([F:18])=[CH:17][C:12]=2[C:11](=[O:20])[N:10]([O:21][CH2:22][C:23]2[CH:28]=[CH:27][CH:26]=[CH:25][CH:24]=2)[C:9]1=[O:29])[C:2]1[CH:7]=[CH:6][CH:5]=[CH:4][CH:3]=1. Reported procedure: Following the procedure of Example X-2, the reaction of 1-benzyl-3-benzyloxy-7-chloro-6-fluoro-1H-pyrido[2,3-d]pyrimidine-2,4-dione (Example P-2, 142 mg, 0.345 mmol) with pyrrolidine (0.070 mL, 0.828 mmol) in dichloromethane (3 mL) afforded 121 mg of the title compound as a solid, mp 171-172° C. Reactants: COc1cc(Nc2nc3c(c(N4CCN(C(=O)OC(C)(C)C)CC4)n2)CCC3c2ccc(F)cc2)ccc1-n1cnc(Cl)c1, ClCCl, O=C(O)C(F)(F)F. Product: COc1cc(Nc2nc3c(c(N4CCNCC4)n2)CCC3c2ccc(F)cc2)ccc1-n1cnc(Cl)c1, O=C(O)C(F)(F)F. RXN SMILES: [Cl:1][c:2]1[n:3][cH:4][n:5](-[c:7]2[c:8]([O:43][CH3:44])[cH:9][c:10]([NH:13][c:14]3[n:15][c:16]([N:30]4[CH2:31][CH2:32][N:33]([C:36]([O:37][C:38]([CH3:39])([CH3:40])[CH3:41])=[O:42])[CH2:34][CH2:35]4)[c:17]4[c:18]([n:19]3)[CH:20]([c:23]3[cH:24][cH:25][c:26]([F:29])[cH:27][cH:28]3)[CH2:21][CH2:22]4)[cH:11][cH:12]2)[cH:6]1.[Cl:52][CH2:53][Cl:54].[F:45][C:46]([C:47](=[O:48])[OH:49])([F:50])[F:51]>>[Cl:1][c:2]1[n:3][cH:4][n:5](-[c:7]2[c:8]([O:43][CH3:44])[cH:9][c:10]([NH:13][c:14]3[n:15][c:16]([N:30]4[CH2:31][CH2:32][NH:33][CH2:34][CH2:35]4)[c:17]4[c:18]([n:19]3)[CH:20]([c:23]3[cH:24][cH:25][c:26]([F:29])[cH:27][cH:28]3)[CH2:21][CH2:22]4)[cH:11][cH:12]2)[cH:6]1.[F:45][C:46]([C:47](=[O:48])[OH:49])([F:50])[F:51].